This data is from the Open Reaction Database (ORD), a public repository of structured organic reaction records. The task is: describe an organic reaction: reactants, conditions, products, and yield Starting materials: FC=1C=CC=C2C(=CC=NC12)NC(=O)NC1=NC(=CC=C1)I (1-(8-Fluoroquinolin-4-yl)-3-(6-iodopyridin-2-yl)urea), O1CCC(=CC1)B1OC(C(O1)(C)C)(C)C (2-(3,6-dihydro-2H-pyran-4-yl)-4,4,5,5-tetramethyl-1,3,2-dioxaborolane), C([O-])([O-])=O.[Na+].[Na+] (sodium carbonate). The reagents and catalysts are [Pd].C1(=CC=CC=C1)P(C1=CC=CC=C1)C1=CC=CC=C1.C1(=CC=CC=C1)P(C1=CC=CC=C1)C1=CC=CC=C1.C1(=CC=CC=C1)P(C1=CC=CC=C1)C1=CC=CC=C1.C1(=CC=CC=C1)P(C1=CC=CC=C1)C1=CC=CC=C1 (tetrakis(triphenylphosphine)-palladium(0)). The solvent is CN(C)C=O (DMF). Conditions: temperature 80 celsius, time 1 hour. The product is O1CCC(=CC1)C1=CC=CC(=N1)NC(=O)NC1=CC=NC2=C(C=CC=C12)F (1-(6-(3,6-Dihydro-2H-pyran-4-yl)pyridin-2-yl)-3-(8-fluoroquinolin-4-yl)urea). Yield: 23.6%. Reaction SMILES: [F:1][C:2]1[CH:3]=[CH:4][CH:5]=[C:6]2[C:11]=1[N:10]=[CH:9][CH:8]=[C:7]2[NH:12][C:13]([NH:15][C:16]1[CH:21]=[CH:20][CH:19]=[C:18](I)[N:17]=1)=[O:14].[O:23]1[CH2:28][CH:27]=[C:26](B2OC(C)(C)C(C)(C)O2)[CH2:25][CH2:24]1.C(=O)([O-])[O-].[Na+].[Na+]>CN(C=O)C.[Pd].C1(P(C2C=CC=CC=2)C2C=CC=CC=2)C=CC=CC=1.C1(P(C2C=CC=CC=2)C2C=CC=CC=2)C=CC=CC=1.C1(P(C2C=CC=CC=2)C2C=CC=CC=2)C=CC=CC=1.C1(P(C2C=CC=CC=2)C2C=CC=CC=2)C=CC=CC=1>[O:23]1[CH2:24][CH:25]=[C:26]([C:18]2[N:17]=[C:16]([NH:15][C:13]([NH:12][C:7]3[C:6]4[C:11](=[C:2]([F:1])[CH:3]=[CH:4][CH:5]=4)[N:10]=[CH:9][CH:8]=3)=[O:14])[CH:21]=[CH:20][CH:19]=2)[CH2:27][CH2:28]1 |f:2.3.4,6.7.8.9.10|. Procedure details: 1-(8-Fluoroquinolin-4-yl)-3-(6-iodopyridin-2-yl)urea (250 mg, 0.582 mmol), 2-(3,6-dihydro-2H-pyran-4-yl)-4,4,5,5-tetramethyl-1,3,2-dioxaborolane (187 mg, 0.873 mmol), sodium carbonate solution (2M, 1.31 mL, 2.62 mmol) and tetrakis(triphenylphosphine)-palladium(0) (68 mg, 0.058 mmol) were dissolved in 5 ml of DMF under an argon atmosphere and the mixture was stirred at 80° C., in a microwave oven, for one hour. After the solvent had been evaporated down to dryness, the resulting residue was treat... The product is CC(C)(C)[Si](OCc1nnc(CO)s1)(c1ccccc1)c1ccccc1. Reaction SMILES: [BH4-:30].[C:1]([CH3:2])([CH3:3])([CH3:4])[Si:5]([O:6][CH2:7][c:8]1[n:9][n:10][c:11]([C:13](=[O:14])[O:15][CH2:16][CH3:17])[s:12]1)([c:18]1[cH:19][cH:20][cH:21][cH:22][cH:23]1)[c:24]1[cH:25][cH:26][cH:27][cH:28][cH:29]1.[CH3:34][OH:35].[Cl-:32].[NH4+:33].[Na+:31]>>[C:1]([CH3:2])([CH3:3])([CH3:4])[Si:5]([O:6][CH2:7][c:8]1[n:9][n:10][c:11]([CH2:13][OH:14])[s:12]1)([c:18]1[cH:19][cH:20][cH:21][cH:22][cH:23]1)[c:24]1[cH:25][cH:26][cH:27][cH:28][cH:29]1. Reactants: [BH4-], CCOC(=O)c1nnc(CO[Si](c2ccccc2)(c2ccccc2)C(C)(C)C)s1, CO, [Cl-], [NH4+], [Na+]. Reactants: COC(=O)C=CC=C(c1ccc(OC)cc1)C1CCCCC1, CO, CCCCCC, CC(C)O, [Na+], [OH-]. Product: COc1ccc(C(=CC=CC(=O)O)C2CCCCC2)cc1. As a reaction SMILES: [CH3:1][O:2][C:3]([CH:4]=[CH:5][CH:6]=[C:7]([c:8]1[cH:9][cH:10][c:11]([O:14][CH3:15])[cH:12][cH:13]1)[CH:16]1[CH2:17][CH2:18][CH2:19][CH2:20][CH2:21]1)=[O:22].[CH3:23][OH:24].[CH3:27][CH2:28][CH2:29][CH2:30][CH2:31][CH3:32].[CH3:33][CH:34]([OH:35])[CH3:36].[Na+:26].[OH-:25]>>[O:2]=[C:3]([CH:4]=[CH:5][CH:6]=[C:7]([c:8]1[cH:9][cH:10][c:11]([O:14][CH3:15])[cH:12][cH:13]1)[CH:16]1[CH2:17][CH2:18][CH2:19][CH2:20][CH2:21]1)[OH:22]. Reactants: Cl.ClC=1C=C(C=CC1OC)NC1=NC(=NC2=CC=CC=C12)CCl ((3-Chloro-4-methoxy-phenyl)-(2-chloromethyl-quinazolin-4-yl)-amine hydrochloride), ClC1=NC(=NC2=CC=CC=C12)CCl (4-chloro-2-chloromethyl-quinazoline), ClC=1C=C(C=CC1OC)N (3-chloro-4-methoxy-phenylamine), Cl.ClCC1=NC2=CC=CC=C2C(=N1)N(C)C1=CC=C(C=C1)OC ((2-chloromethyl-quinazolin-4-yl)-(4-methoxy-phenyl)-methyl-amine hydrochloride). Reagents/catalysts: Cl (HCl). Run in CC(C)O (i-PrOH). Yields the product ClC=1C=C(C=CC1OC)N(C)C1=NC(=NC2=CC=CC=C12)CCl ((3-Chloro-4-methoxy-phenyl)-(2-chloromethyl-quinazolin-4-yl)-methyl-amine). RXN SMILES: Cl.[Cl:2][C:3]1[CH:4]=[C:5]([NH:11][C:12]2[C:21]3[C:16](=[CH:17][CH:18]=[CH:19][CH:20]=3)[N:15]=[C:14]([CH2:22][Cl:23])[N:13]=2)[CH:6]=[CH:7][C:8]=1[O:9][CH3:10].Cl[C:25]1C2C(=CC=CC=2)N=C(CCl)N=1.ClC1C=C(N)C=CC=1OC.Cl.ClCC1N=C(N(C2C=CC(OC)=CC=2)C)C2C(=CC=CC=2)N=1>Cl.CC(O)C>[Cl:2][C:3]1[CH:4]=[C:5]([N:11]([C:12]2[C:21]3[C:16](=[CH:17][CH:18]=[CH:19][CH:20]=3)[N:15]=[C:14]([CH2:22][Cl:23])[N:13]=2)[CH3:25])[CH:6]=[CH:7][C:8]=1[O:9][CH3:10] |f:0.1,4.5|. Procedure: (3-Chloro-4-methoxy-phenyl)-(2-chloromethyl-quinazolin-4-yl)-amine hydrochloride: The title compound was prepared from 4-chloro-2-chloromethyl-quinazoline (500 mg, 2.3 mmol), 3-chloro-4-methoxy-phenylamine (444 mg, 2.8 mmol) and HCl (12 M, 7 drops) in i-PrOH (8 mL) by a procedure similar to the preparation of (2-chloromethyl-quinazolin-4-yl)-(4-methoxy-phenyl)-methyl-amine hydrochloride in Example 203c. 1H NMR (CDCl3) δ 8.6 (d, 1H), 8.1 (t, 1H), 7.85 (m, 3H), 7.62 (d, 1H), 7.20 (d, 1H), 4.8 (s, ... Reactants: C(C)OC(=O)C1=CC2=C(S1)C=C(C=C2)I (6-iodo-benzo[b]thiophene-2-carboxylic acid ethyl ester), C(C)[Mg]Br (ethylmagnesium bromide), CCC(CC)=O (3-pentanone). Solvent: C1CCOC1 (THF). Reaction conditions: time 15 minute. Product: C(C)OC(=O)C1=CC2=C(S1)C=C(C=C2)C(CC)(O)CC (6-(1-Ethyl-1-hydroxy-propyl)-benzo[b]thiophene-2-carboxylic acid ethyl ester). The yield is 25.0%. RXN SMILES: [CH2:1]([O:3][C:4]([C:6]1[S:10][C:9]2[CH:11]=[C:12](I)[CH:13]=[CH:14][C:8]=2[CH:7]=1)=[O:5])[CH3:2].C([Mg]Br)C.[CH3:20][CH2:21][C:22](=[O:25])[CH2:23][CH3:24]>C1COCC1>[CH2:1]([O:3][C:4]([C:6]1[S:10][C:9]2[CH:11]=[C:12]([C:22]([CH2:23][CH3:24])([OH:25])[CH2:21][CH3:20])[CH:13]=[CH:14][C:8]=2[CH:7]=1)=[O:5])[CH3:2]. Procedure details: To a stirred solution of 6-iodo-benzo[b]thiophene-2-carboxylic acid ethyl ester (2.95 g, 8.88 mmol) in THF (60 mL) at −78° C. is added ethylmagnesium bromide (4.45 mL, 3.0 M). The reaction mixture is stirred for 15 min, and 3-pentanone (3.0 mL) is added. The mixture is allowed to warm to RT and stirred for 30 min. The reaction is quenched with HCl (15 mL, 1.0 M) and extracted with EtOAc (2×50 mL). The organic layer is dried over Na2SO4, concentrated, and purified by silica gel column chromatogra... Reactants: COC1=CC=C(C(=O)NC=2C(=CC=CC2)NC(=O)C2CCNCC2)C=C1 (N1-(4-methoxybenzoyl)-N2-(piperidin-4-ylcarbonyl)-1,2-benzenediamine), ClC=1C=C(C=O)C=CC1O (3-chloro-4-hydroxybenzaldehyde). The product is COC1=CC=C(C(=O)NC=2C(=CC=CC2)NC(=O)C2CCN(CC2)CC2=CC(=C(C=C2)O)Cl)C=C1 (N1-(4-Methoxybenzoyl)-N2-[1-(3-chloro-4-hydroxybenzyl)piperidin-4-ylcarbonyl]-1,2-benzenediamine). Reaction SMILES: [CH3:1][O:2][C:3]1[CH:26]=[CH:25][C:6]([C:7]([NH:9][C:10]2[C:11]([NH:16][C:17]([CH:19]3[CH2:24][CH2:23][NH:22][CH2:21][CH2:20]3)=[O:18])=[CH:12][CH:13]=[CH:14][CH:15]=2)=[O:8])=[CH:5][CH:4]=1.[Cl:27][C:28]1[CH:29]=[C:30]([CH:33]=[CH:34][C:35]=1[OH:36])[CH:31]=O>>[CH3:1][O:2][C:3]1[CH:4]=[CH:5][C:6]([C:7]([NH:9][C:10]2[C:11]([NH:16][C:17]([CH:19]3[CH2:20][CH2:21][N:22]([CH2:31][C:30]4[CH:33]=[CH:34][C:35]([OH:36])=[C:28]([Cl:27])[CH:29]=4)[CH2:23][CH2:24]3)=[O:18])=[CH:12][CH:13]=[CH:14][CH:15]=2)=[O:8])=[CH:25][CH:26]=1. Reported procedure: Using the general procedure described in Example 3, N1-(4-methoxybenzoyl)-N2-(piperidin-4-ylcarbonyl)-1,2-benzenediamine (0.045 mmol) was reacted with 3-chloro-4-hydroxybenzaldehyde to provide 22 mg of the title product as the free base. Treatment with hydrochloric acid and concentration in vacuo yielded the salt of the title compound. Reactants: CC(F)(F)c1ccc(Cn2cc(N)cn2)o1, Cc1ccc(C=CC(=O)O)cc1. The product is Cc1ccc(C=CC(=O)Nc2cnn(Cc3ccc(C(C)(F)F)o3)c2)cc1. As a reaction SMILES: [F:1][C:2]([CH3:3])([F:4])[c:5]1[cH:6][cH:7][c:8]([CH2:10][n:11]2[n:12][cH:13][c:14]([NH2:16])[cH:15]2)[o:9]1.[c:17]1([CH3:28])[cH:18][cH:19][c:20]([CH:23]=[CH:24][C:25](=[O:26])[OH:27])[cH:21][cH:22]1>>[F:1][C:2]([CH3:3])([F:4])[c:5]1[cH:6][cH:7][c:8]([CH2:10][n:11]2[n:12][cH:13][c:14]([NH:16][C:25]([CH:24]=[CH:23][c:20]3[cH:19][cH:18][c:17]([CH3:28])[cH:22][cH:21]3)=[O:26])[cH:15]2)[o:9]1.